From a dataset of the Open Reaction Database (ORD), a public repository of structured organic reaction records. describe an organic reaction: reactants, conditions, products, and yield Reactants: C(C)(C)(C)OC(=O)N1CCC2=C(CC1)C(=C(C=C2)Cl)SC(N(C)C)=O (3-tert-butoxycarbonyl-7-chloro-6-dimethylcarbamoylthio-2,3,4,5-tetrahydro-1H-benzo[d]azepine), [OH-].[K+] (potassium hydroxide), ester, C(N)([O-])=O (carbamate), C(C)(C)(C)OC(=O)OC(=O)OC(C)(C)C (di-tert-butyl-dicarbonate), C(=O)(O)[O-].[Na+] (NaHCO3), BrCC1=CC=C(C(=O)OC)C=C1 (methyl 4-bromomethylbenzoate). Solvent: CO (methanol), [NH4+].[Cl-] (NH4Cl). Run at temperature 57.5 celsius, time 20 minute. The product is C(C)(C)(C)OC(=O)N1CCC2=C(CC1)C(=C(C=C2)Cl)SCC2=CC=C(C=C2)C(=O)O (3-tert-Butoxycarbonyl-6-(4-carboxy-benzylthio)-7-chloro-2,3,4,5-tetrahydro-1H-benzo[d]azepine). As a reaction SMILES: [C:1]([O:5][C:6]([N:8]1[CH2:14][CH2:13][C:12]2[C:15]([S:20][C:21](=O)N(C)C)=[C:16]([Cl:19])[CH:17]=[CH:18][C:11]=2[CH2:10][CH2:9]1)=[O:7])([CH3:4])([CH3:3])[CH3:2].[OH-].[K+].BrC[C:30]1[CH:39]=[CH:38][C:33]([C:34]([O:36]C)=[O:35])=[CH:32][CH:31]=1.C(=O)([O-])N.C(OC(OC(OC(C)(C)C)=O)=O)(C)(C)C.C([O-])(O)=O.[Na+]>CO.[NH4+].[Cl-]>[C:1]([O:5][C:6]([N:8]1[CH2:14][CH2:13][C:12]2[C:15]([S:20][CH2:21][C:30]3[CH:39]=[CH:38][C:33]([C:34]([OH:36])=[O:35])=[CH:32][CH:31]=3)=[C:16]([Cl:19])[CH:17]=[CH:18][C:11]=2[CH2:10][CH2:9]1)=[O:7])([CH3:4])([CH3:3])[CH3:2] |f:1.2,6.7,9.10|. Procedure details: To a solution of 3-tert-butoxycarbonyl-7-chloro-6-dimethylcarbamoylthio-2,3,4,5-tetrahydro-1H-benzo[d]azepine (1.0 g, 2.6 mmol) in methanol (15 mL) under nitrogen, add with stirring potassium hydroxide (4.5 g, 80.3 mmol) at ambient temperature. Heat at 55-60° C. for 2 h, cool to ambient temperature, and add methyl 4-bromomethylbenzoate (1.2 g, 5.2 mmol). TLC after 20 min shows formation of product; however, after 4 h at ambient temperature both TLC and LC/MS indicate complete hydrolysis of the e... Starting materials: S1C2=C(C=C1)C=C(C=C2)C2=NC(=NC(=C2C(C(=O)OC)CCC)C)C2=CC=CC=C2 (methyl 2-(4-(benzo[b]thiophen-5-yl)-6-methyl-2-phenylpyrimidin-5-yl)pentanoate), [OH-].[Na+] (sodium hydroxide). Run in CO (methanol). Yields the product S1C2=C(C=C1)C=C(C=C2)C2=NC(=NC(=C2C(C(=O)O)CCC)C)C2=CC=CC=C2 (2-(4-(benzo[b]thiophen-5-yl)-6-methyl-2-phenylpyrimidin-5-yl)pentanoic acid). The yield is 81.3%. Reaction SMILES: [S:1]1[CH:5]=[CH:4][C:3]2[CH:6]=[C:7]([C:10]3[C:15]([CH:16]([CH2:21][CH2:22][CH3:23])[C:17]([O:19]C)=[O:18])=[C:14]([CH3:24])[N:13]=[C:12]([C:25]4[CH:30]=[CH:29][CH:28]=[CH:27][CH:26]=4)[N:11]=3)[CH:8]=[CH:9][C:2]1=2.[OH-].[Na+]>CO>[S:1]1[CH:5]=[CH:4][C:3]2[CH:6]=[C:7]([C:10]3[C:15]([CH:16]([CH2:21][CH2:22][CH3:23])[C:17]([OH:19])=[O:18])=[C:14]([CH3:24])[N:13]=[C:12]([C:25]4[CH:26]=[CH:27][CH:28]=[CH:29][CH:30]=4)[N:11]=3)[CH:8]=[CH:9][C:2]1=2 |f:1.2|. Procedure: 2 This compound was prepared according to general method D from methyl 2-(4-(benzo[b]thiophen-5-yl)-6-methyl-2-phenylpyrimidin-5-yl)pentanoate (0.047 g; 0.113 mmol), sodium hydroxide 10N (0.113 mL; 1.13 mmol) in methanol (1.1 mL) to afford 0.037 g (79%) of the title compound as a white solid. Reactants: OC=1C=C(C=O)C=CC1 (3-hydroxybenzaldehyde), C(C=C)Br (allyl bromide), C([O-])([O-])=O.[K+].[K+] (potassium carbonate), C(C=C)OC=1C=C(CCl)C=CC1 (3-Allyloxybenzyl chloride). Solvent: O (water). Run at time 18 hour. Yields the product C(C=C)OC1=C(C=O)C=CC=C1 (2-allyloxybenzaldehyde). RXN SMILES: [CH2:1]([O:4][C:5]1[CH:6]=[C:7]([CH:10]=[CH:11][CH:12]=1)CCl)[CH:2]=[CH2:3].[OH:13][C:14]1C=C(C=CC=1)C=O.C(Br)C=C.C(=O)([O-])[O-].[K+].[K+]>O>[CH2:1]([O:4][C:5]1[CH:12]=[CH:11][CH:10]=[CH:7][C:6]=1[CH:14]=[O:13])[CH:2]=[CH2:3] |f:3.4.5|. Procedure details: c:- (A) 3-Allyloxybenzyl chloride was obtained as follows: A mixture of 3-hydroxybenzaldehyde (6 g), allyl bromide (6.25 g), and potassium carbonate (8.82 g) in DENT (30 ml) was stirred for 18 hours, poured into water (100 ml) and extracted with diethyl ether (3×150 ml). The combined organic extracts were washed with water (2×150 ml) and brine (2×150 ml), dried (magnesium sulphate) filtered and evaporated to give 2-allyloxybenzaldehyde (7.2 g). Starting materials: O=C(n1ccnc1)n1ccnc1, CCOC(=O)CC(=O)[O-], CCOC(C)=O, Cl, [Mg+], O=C(O)c1ccc(Oc2ccccc2)cc1, C1CCOC1, O. Product: CCOC(=O)CC(=O)c1ccc(Oc2ccccc2)cc1. As a reaction SMILES: [C:17]([n:18]1[cH:19][cH:20][n:21][cH:22]1)([n:23]1[cH:24][cH:25][n:26][cH:27]1)=[O:28].[C:30]([CH2:31][C:32]([O-:33])=[O:34])(=[O:35])[O:36][CH2:37][CH3:38].[CH3:46][CH2:47][O:48][C:49](=[O:50])[CH3:51].[ClH:39].[Mg+:29].[O:1]([c:2]1[cH:3][cH:4][cH:5][cH:6][cH:7]1)[c:8]1[cH:9][cH:10][c:11]([C:12](=[O:13])[OH:14])[cH:15][cH:16]1.[O:40]1[CH2:41][CH2:42][CH2:43][CH2:44]1.[OH2:45]>>[O:1]([c:2]1[cH:3][cH:4][cH:5][cH:6][cH:7]1)[c:8]1[cH:9][cH:10][c:11]([C:12](=[O:14])[CH2:31][C:30](=[O:35])[O:36][CH2:37][CH3:38])[cH:15][cH:16]1. The reactants are O=C1CCc2cc3c(cc21)CCC3, CCO, Cl, [H][H]. Yields the product c1c2c(cc3c1CCC3)CCC2. Reaction SMILES: [C:1]1(=[O:13])[CH2:2][CH2:3][c:4]2[cH:5][c:6]3[c:10]([cH:11][c:12]21)[CH2:9][CH2:8][CH2:7]3.[CH3:17][CH2:18][OH:19].[ClH:14].[H:15][H:16]>>[CH2:1]1[CH2:2][CH2:3][c:4]2[cH:5][c:6]3[c:10]([cH:11][c:12]21)[CH2:9][CH2:8][CH2:7]3. The reactants are [Na] (sodium), BrCCCCCOCOCCOC (1-bromo-5-(2-methoxyethoxy)methoxypentane), 37.80, C(CC(=O)OCC)(=O)OCC (diethyl malonate), [O-]CC.[Na+] (sodium ethoxide). Run in C(C)O (ethanol), C(C)O (ethanol), C(C)O (ethanol). Product: COCCOCOCCCCCC(C(=O)OCC)C(=O)OCC (Diethyl 2-[5-(2-methoxyethoxy)methoxypentyl]malonate). RXN SMILES: [C:1]([O:9][CH2:10][CH3:11])(=[O:8])[CH2:2][C:3]([O:5][CH2:6][CH3:7])=[O:4].[O-]CC.[Na+].[Na].Br[CH2:18][CH2:19][CH2:20][CH2:21][CH2:22][O:23][CH2:24][O:25][CH2:26][CH2:27][O:28][CH3:29]>C(O)C>[CH3:29][O:28][CH2:27][CH2:26][O:25][CH2:24][O:23][CH2:22][CH2:21][CH2:20][CH2:19][CH2:18][CH:2]([C:3]([O:5][CH2:6][CH3:7])=[O:4])[C:1]([O:9][CH2:10][CH3:11])=[O:8] |f:1.2,^1:15|. Procedure: A solution of 37.80 of diethyl malonate dissolved in 20 ml of absolute ethanol was added dropwise to a solution of sodium ethoxide prepared by gradually adding 3.00 g of metallic sodium to 30 ml of absolute ethanol. To the mixture was added a solution of 30.01 g of 1-bromo-5-(2-methoxyethoxy)methoxypentane (prepared as described in Preparation 60) dissolved in 10 ml of absolute ethanol. The mixture was heated under reflux for 21 hours, after which it was allowed to cool, and then the solvent was... Reactants: C=C[Sn](CCCC)(CCCC)CCCC, CC(C)(C)OC(=O)NC1Cn2c(nc3cnc(Cl)cc32)CC1c1cc(F)c(F)cc1F, C1COCCO1, c1ccc(P(c2ccccc2)(c2ccccc2)[Pd](P(c2ccccc2)(c2ccccc2)c2ccccc2)(P(c2ccccc2)(c2ccccc2)c2ccccc2)P(c2ccccc2)(c2ccccc2)c2ccccc2)cc1. The product is C=Cc1cc2c(cn1)nc1n2CC(NC(=O)OC(C)(C)C)C(c2cc(F)c(F)cc2F)C1. As a reaction SMILES: [CH2:32]([CH2:33][CH2:45][CH3:46])[Sn:34]([CH2:35][CH2:36][CH2:37][CH3:38])([CH2:39][CH2:40][CH2:41][CH3:42])[CH:43]=[CH2:44].[Cl:1][c:2]1[cH:3][c:4]2[c:5]([n:6][c:7]3[n:8]2[CH2:9][CH:10]([NH:22][C:23]([O:24][C:25]([CH3:26])([CH3:27])[CH3:28])=[O:29])[CH:11]([c:13]2[c:14]([F:21])[cH:15][c:16]([F:20])[c:17]([F:19])[cH:18]2)[CH2:12]3)[cH:30][n:31]1.[O:124]1[CH2:125][CH2:126][O:127][CH2:128][CH2:129]1.[cH:47]1[cH:48][cH:49][c:50]([P:51]([Pd:52]([P:53]([c:54]2[cH:55][cH:56][cH:57][cH:58][cH:59]2)([c:60]2[cH:61][cH:62][cH:63][cH:64][cH:65]2)[c:66]2[cH:67][cH:68][cH:69][cH:70][cH:71]2)([P:72]([c:73]2[cH:74][cH:75][cH:76][cH:77][cH:78]2)([c:79]2[cH:80][cH:81][cH:82][cH:83][cH:84]2)[c:85]2[cH:86][cH:87][cH:88][cH:89][cH:90]2)[P:91]([c:92]2[cH:93][cH:94][cH:95][cH:96][cH:97]2)([c:98]2[cH:99][cH:100][cH:101][cH:102][cH:103]2)[c:104]2[cH:105][cH:106][cH:107][cH:108][cH:109]2)([c:110]2[cH:111][cH:112][cH:113][cH:114][cH:115]2)[c:116]2[cH:117][cH:118][cH:119][cH:120][cH:121]2)[cH:122][cH:123]1>>[c:2]1([CH:32]=[CH2:33])[cH:3][c:4]2[c:5]([n:6][c:7]3[n:8]2[CH2:9][CH:10]([NH:22][C:23]([O:24][C:25]([CH3:26])([CH3:27])[CH3:28])=[O:29])[CH:11]([c:13]2[c:14]([F:21])[cH:15][c:16]([F:20])[c:17]([F:19])[cH:18]2)[CH2:12]3)[cH:30][n:31]1.